This data is from the Open Reaction Database (ORD), a public repository of structured organic reaction records. The task is: describe an organic reaction: reactants, conditions, products, and yield Reactants: O=C1CCC(=O)N1Br, ClC(Cl)Cl, ClCCl, Nc1cc(C(F)(F)F)ccn1, [Na+], [OH-]. Yields the product Nc1cc(C(F)(F)F)c(Br)cn1. RXN SMILES: [Br:12][N:13]1[C:14](=[O:15])[CH2:16][CH2:17][C:18]1=[O:19].[CH:25]([Cl:26])([Cl:27])[Cl:28].[Cl:20][CH2:21][Cl:22].[NH2:1][c:2]1[n:3][cH:4][cH:5][c:6]([C:8]([F:9])([F:10])[F:11])[cH:7]1.[Na+:24].[OH-:23]>>[NH2:1][c:2]1[n:3][cH:4][c:5]([Br:12])[c:6]([C:8]([F:9])([F:10])[F:11])[cH:7]1. Starting materials: C(C)(C)(C)OC(=O)N1C(C2(C(C=3C=CC(=CC13)C=1OC=CC1)CCC2)F)=O (5-tert-butoxycarbonyl-3a-fluoro-7-(2-furanyl)-1,2,3,3a,5,9b-hexahydrocyclopenta[c]-quinolin-4-one), FC(C(=O)O)(F)F (trifluoroacetic acid). Run in O (water), C(C)(=O)OCC (ethyl acetate), ClCCl (dichloromethane). Conditions: time 2 hour. Yields the product FC12C(NC=3C=C(C=CC3C1CCC2)C=2OC=CC2)=O (3a-Fluoro-7-(2-furanyl)-1,2,3,3a,5,9b-hexahydrocyclopenta[c]quinolin-4-one). Yield: 50.1%. Reaction SMILES: C(OC([N:8]1[C:17]2[CH:16]=[C:15]([C:18]3[O:19][CH:20]=[CH:21][CH:22]=3)[CH:14]=[CH:13][C:12]=2[CH:11]2[CH2:23][CH2:24][CH2:25][C:10]2([F:26])[C:9]1=[O:27])=O)(C)(C)C.FC(F)(F)C(O)=O>ClCCl.O.C(OCC)(=O)C>[F:26][C:10]12[CH2:25][CH2:24][CH2:23][CH:11]1[C:12]1[CH:13]=[CH:14][C:15]([C:18]3[O:19][CH:20]=[CH:21][CH:22]=3)=[CH:16][C:17]=1[NH:8][C:9]2=[O:27]. Procedure details: A solution of 1.44 g (3.9 mmol) of 5-tert-butoxycarbonyl-3a-fluoro-7-(2-furanyl)-1,2,3,3a,5,9b-hexahydrocyclopenta[c]-quinolin-4-one in 20 ml of dichloromethane is mixed with 8 ml of trifluoroacetic acid at room temperature. After 2 hours, the batch is diluted with water and ethyl acetate. The organic phase is separated, washed with water, saturated NaHCO3 and saturated NaCl, dried (Na2SO4) and concentrated by evaporation in a vacuum. Column chromatography of the residue on silica gel with hexan... Reactants: Cl.Cl.NCCC1=CNC=N1 (histamine dihydrochloride), O (water), [OH-].[K+] (potassium hydroxide), C(C)(C)C1=CC=C(C=O)C=C1 (4-isopropylbenzaldehyde). Solvent: C(C)O (ethanol). Product: C(C)(C)C1=CC=C(C=C1)C1NCCC2=C1N=CN2 (4-(4-isopropylphenyl)-4,5,6,7-tetrahydro-imidazo[4,5-c]pyridine). Isolated yield 94.9%. As a reaction SMILES: Cl.Cl.[NH2:3][CH2:4][CH2:5][C:6]1[N:10]=[CH:9][NH:8][CH:7]=1.O.[OH-].[K+].[CH:14]([C:17]1[CH:24]=[CH:23][C:20]([CH:21]=O)=[CH:19][CH:18]=1)([CH3:16])[CH3:15]>C(O)C>[CH:14]([C:17]1[CH:24]=[CH:23][C:20]([CH:21]2[C:7]3[N:8]=[CH:9][NH:10][C:6]=3[CH2:5][CH2:4][NH:3]2)=[CH:19][CH:18]=1)([CH3:16])[CH3:15] |f:0.1.2,4.5|. Reported procedure: A mixture of histamine dihydrochloride (1.85 g, 10.0 mmol), water (10 mL), potassium hydroxide (1.72 g, 30.0 mmol), ethanol (25 mL) and 4-isopropylbenzaldehyde (1.62 g, 10.91 mmol) was heated to reflux for 1.5 h. Ethanol was evaporated and the residue was diluted with water (40 mL). Extraction (5×25 mL DCM), washing of the combined extracts (2×50 mL brine) and drying (MgSO4) yielded 2.29 g (87%) of crude 4-(4-isopropylphenyl)-4,5,6,7-tetrahydro-imidazo[4,5-c]pyridine, which was used for the next... Starting materials: COc1ccc(C2CCCC3CN(C(=O)c4ccc(C(F)(F)F)nc4)CCN32)c(C)c1C, ClCCl, Cl. The product is Cc1c(O)ccc(C2CCCC3CN(C(=O)c4ccc(C(F)(F)F)nc4)CCN32)c1C. As a reaction SMILES: [CH3:1][O:2][c:3]1[c:4]([CH3:32])[c:5]([CH3:31])[c:6]([CH:9]2[CH2:10][CH2:11][CH2:12][CH:13]3[N:14]2[CH2:15][CH2:16][N:17]([C:19](=[O:20])[c:21]2[cH:22][n:23][c:24]([C:27]([F:28])([F:29])[F:30])[cH:25][cH:26]2)[CH2:18]3)[cH:7][cH:8]1.[Cl:34][CH2:35][Cl:36].[ClH:33]>>[OH:2][c:3]1[c:4]([CH3:32])[c:5]([CH3:31])[c:6]([CH:9]2[CH2:10][CH2:11][CH2:12][CH:13]3[N:14]2[CH2:15][CH2:16][N:17]([C:19](=[O:20])[c:21]2[cH:22][n:23][c:24]([C:27]([F:28])([F:29])[F:30])[cH:25][cH:26]2)[CH2:18]3)[cH:7][cH:8]1. Reactants: ethyl acetate-ether, BrC1=CC(=NC=C1)[C@H](CC)N ((S)-1-(4-bromo-pyridin-2-yl)-propylamine), Cl (HCl), C([O-])(O)=O.[Na+] (sodium bicarbonate). Reaction conditions: time 16 hour. Product: Cl.BrC1=CC(=NC=C1)[C@H](CC)N ((S)-1-(4-Bromo-pyridin-2-yl)-propylamine hydrochloride salt). Reaction SMILES: [Br:1][C:2]1[CH:7]=[CH:6][N:5]=[C:4]([C@@H:8]([NH2:11])[CH2:9][CH3:10])[CH:3]=1.C(=O)(O)[O-].[Na+].[ClH:17]>>[ClH:17].[Br:1][C:2]1[CH:7]=[CH:6][N:5]=[C:4]([C@@H:8]([NH2:11])[CH2:9][CH3:10])[CH:3]=1 |f:1.2,4.5|. Procedure: A mixture of (S)-1-(4-bromo-pyridin-2-yl)-propylamine (600 mg, 1.88 mmol) in 3 N aqueous HCl was stirred for 16 hours. The reaction was monitored by TLC for the disappearance of starting material (ethyl acetate-ether 3:7). The mixture was then added to a solution of saturated aqueous sodium bicarbonate (15 mL) and extracted with ethyl acetate (5×15 mL). The combined organic layers were dried over sodium sulfate, filtered and concentrated in vacuo to afford title compound which was used without p...